Dataset: the Open Reaction Database (ORD), a public repository of structured organic reaction records. Task: describe an organic reaction: reactants, conditions, products, and yield Starting materials: CC(C)(C)S(=O)/N=C/C1=NC(=CC=C1)C (2-methyl-N-[(1E)-(6-methylpyridin-2-yl)methylene]propane-2-sulfinamide), C[Si](C(F)(F)F)(C)C (trimethyl(trifluoromethyl)silane). Reagents/catalysts: CCCC[N+](CCCC)(CCCC)CCCC.C1=CC=C(C=C1)[Si-](C2=CC=CC=C2)(C3=CC=CC=C3)(F)F (TBAT). The solvent is C1CCOC1 (THF). Conditions: temperature -78 celsius. Product: CC(C)(C)S(=O)NC(C(F)(F)F)C1=NC(=CC=C1)C (2-methyl-N-[2,2,2-trifluoro-1-(6-methylpyridin-2-yl)ethyl]propane-2-sulfinamide). Reaction SMILES: [CH3:1][C:2]([S:5](/[N:7]=[CH:8]/[C:9]1[CH:14]=[CH:13][CH:12]=[C:11]([CH3:15])[N:10]=1)=[O:6])([CH3:4])[CH3:3].C[Si](C)(C)[C:18]([F:21])([F:20])[F:19]>C1COCC1.CCCC[N+](CCCC)(CCCC)CCCC.C1C=CC([Si-](F)(F)(C2C=CC=CC=2)C2C=CC=CC=2)=CC=1>[CH3:4][C:2]([S:5]([NH:7][CH:8]([C:9]1[CH:14]=[CH:13][CH:12]=[C:11]([CH3:15])[N:10]=1)[C:18]([F:21])([F:20])[F:19])=[O:6])([CH3:1])[CH3:3] |f:3.4|. Procedure: A solution of 2-methyl-N-[(1E)-(6-methylpyridin-2-yl)methylene]propane-2-sulfinamide (0.33 g, 1.48 mmol) in THF (6 mL) was added to a dry flask containing TBAT (0.88 g, 1.63 mmol) and the solution was cooled to −78° C. under a nitrogen atmosphere. To this was added trimethyl(trifluoromethyl)silane (0.26 mL, 1.78 mmol) and the reaction was warmed to −20° C. for 2 hours. The reaction was quenched with ammonium chloride solution and partitioned between water and ethyl acetate. The organic layer was...